From a dataset of the Open Reaction Database (ORD), a public repository of structured organic reaction records. describe an organic reaction: reactants, conditions, products, and yield Reactants: Cl.N1=CC=CC=2CC(CC12)C(=O)O (6,7-dihydro-5H-[1]pyrindine-6-carboxylic acid hydrochloride), CO (methanol). Reagents/catalysts: S(O)(O)(=O)=O (sulphuric acid). Product: COC(=O)C1CC=2C=CC=NC2C1 (6,7-dihydro-5H-[1]pyrindine-6-carboxylic acid methyl ester). As a reaction SMILES: Cl.[N:2]1[C:10]2[CH2:9][CH:8]([C:11]([OH:13])=[O:12])[CH2:7][C:6]=2[CH:5]=[CH:4][CH:3]=1.[CH3:14]O>S(=O)(=O)(O)O>[CH3:14][O:12][C:11]([CH:8]1[CH2:9][C:10]2[N:2]=[CH:3][CH:4]=[CH:5][C:6]=2[CH2:7]1)=[O:13] |f:0.1|. Reported procedure: A solution 6,7-dihydro-5H-[1]pyrindine-6-carboxylic acid hydrochloride (Example 88; 0.640 g, 3.21 mmol) and concentrated sulphuric acid (3 drops) in methanol (100 ml) is heated to reflux for 3 hours. The solvent is evaporated, the residue is treated with saturated aqueous NaHCO3 and extracted with EtOAc. The combined organic phases are washed with brine, dried (MgSO4) and evaporated to afford 6,7-dihydro-5H-[1]pyrindine-6-carboxylic acid methyl ester, MH+178. Starting materials: N#Cc1ccccc1-c1ccc(CBr)cc1, CCCc1nc(C)c(Cc2ccccc2)c(=O)[nH]1, CCOC(C)=O, CN(C)C=O, [H-], [Na+], O. The product is CCCc1nc(C)c(Cc2ccccc2)c(=O)n1Cc1ccc(-c2ccccc2C#N)cc1. RXN SMILES: [Br:19][CH2:20][c:21]1[cH:22][cH:23][c:24](-[c:27]2[c:28]([C:33]#[N:34])[cH:29][cH:30][cH:31][cH:32]2)[cH:25][cH:26]1.[CH2:1]([c:2]1[cH:3][cH:4][cH:5][cH:6][cH:7]1)[c:8]1[c:9](=[O:18])[nH:10][c:11]([CH2:15][CH2:16][CH3:17])[n:12][c:13]1[CH3:14].[CH3:37][CH2:38][O:39][C:40](=[O:41])[CH3:42].[CH3:43][N:44]([CH3:45])[CH:46]=[O:47].[H-:35].[Na+:36].[OH2:48]>>[CH2:1]([c:2]1[cH:3][cH:4][cH:5][cH:6][cH:7]1)[c:8]1[c:9](=[O:18])[n:10]([CH2:20][c:21]2[cH:22][cH:23][c:24](-[c:27]3[c:28]([C:33]#[N:34])[cH:29][cH:30][cH:31][cH:32]3)[cH:25][cH:26]2)[c:11]([CH2:15][CH2:16][CH3:17])[n:12][c:13]1[CH3:14]. Starting materials: C1=C(C=CC2=CC=CC=C12)C1C(C=2N(C3=C(O1)C=CC=N3)C=CC2)=O ((±)-6-(2-naphthyl)pyrrolo[1,2-d]pyrido[3,2-b][1,4]oxazepin-7(6H)-one), [H-].[K+] (potassium hydride), CN(C(=O)Cl)C (dimethylcarbamoyl chloride). Solvent: C1CCOC1 (THF), TBF. Reaction conditions: time 2 hour. Yields the product CN(C(=O)OC=1C=2N(C3=C(OC1C1=CC4=CC=CC=C4C=C1)C=CC=N3)C=CC2)C (7-((Dimethylcarbamoyl)oxy)-6-(2-naphthyl)pyrrolo[1,2-d]pyrido-[3,2-b][1,4]oxazepine). Yield: 76.0%. Reaction SMILES: [H-].[K+].[CH:3]1[C:12]2[C:7](=[CH:8][CH:9]=[CH:10][CH:11]=2)[CH:6]=[CH:5][C:4]=1[CH:13]1[O:19][C:18]2[CH:20]=[CH:21][CH:22]=[N:23][C:17]=2[N:16]2[CH:24]=[CH:25][CH:26]=[C:15]2[C:14]1=[O:27].[CH3:28][N:29]([CH3:33])[C:30](Cl)=[O:31]>C1COCC1>[CH3:28][N:29]([CH3:33])[C:30]([O:27][C:14]1[C:15]2[N:16]([CH:24]=[CH:25][CH:26]=2)[C:17]2[N:23]=[CH:22][CH:21]=[CH:20][C:18]=2[O:19][C:13]=1[C:4]1[CH:5]=[CH:6][C:7]2[C:12](=[CH:11][CH:10]=[CH:9][CH:8]=2)[CH:3]=1)=[O:31] |f:0.1|. Procedure details: To a suspension of potassium hydride (0.211 g, 1.84 mmol, 35% in oil) in anhydrous TBF (5.0 mL) was added the the (±)-6-(2-naphthyl)pyrrolo[1,2-d]pyrido[3,2-b][1,4]oxazepin-7(6H)-one (600 mg, 1.84 mmol) dissolved in anhydrous THF (5 mL). The reaction mixture was stirred at rt for 2 h, and then dimethylcarbamoyl chloride (0.228 g, 2.12 mmol) was slowly added. After stirring for 12 h at 30° C., the solvent was removed in vacuo and the residue was dissolved in EtOAc. The organic layer was washed wi... The reactants are FC1=CC(=CC2=CC=C(C=C12)OC)C(=CC(C)=O)O (4-(4-Fluoro-6-methoxy-2-naphthyl)-4-hydroxy-but-3-en-2-one), [H][H] (hydrogen). Reagents/catalysts: [Pd] (palladium on carbon). The solvent is C(C)(=O)O (acetic acid). Yields the product FC1=CC(=CC2=CC=C(C=C12)OC)CCC(C)=O (4-(4-Fluoro-6-methoxy-2-naphthyl)butan-2-one). The yield is 49.3%. As a reaction SMILES: [F:1][C:2]1[C:11]2[C:6](=[CH:7][CH:8]=[C:9]([O:12][CH3:13])[CH:10]=2)[CH:5]=[C:4]([C:14](O)=[CH:15][C:16](=[O:18])[CH3:17])[CH:3]=1.[H][H]>C(O)(=O)C.[Pd]>[F:1][C:2]1[C:11]2[C:6](=[CH:7][CH:8]=[C:9]([O:12][CH3:13])[CH:10]=2)[CH:5]=[C:4]([CH2:14][CH2:15][C:16](=[O:18])[CH3:17])[CH:3]=1. Reported procedure: 4-(4-Fluoro-6-methoxy-2-naphthyl)-4-hydroxy-but-3-en-2-one (3 g) was hydrogenated at atmospheric pressure and room temperature in glacial acetic acid (150 ml) using 10% palladium on carbon (0.5 g) catalyst. When hydrogen uptake had ceased the catalyst was removed by filtration and the filtrate concentrated. The residue was taken up in ether and the resulting solution washed with sodium bicarbonate solution, then water, dried (MgSO4) and concentrated in vacuo to give a low melting solid which was... Solvent: CO (methanol). Procedure details: Following the procedure as described in Example 332 Step 7 and making non-critical variations to replace methanesulfonamide with cyclopropanesulfonamide and to replace 4-(((1r,3r,5r,7r)-2-cyanoadamantan-2-yl)methoxy)-5-cyclopropyl-2-fluorobenzoic acid with 5-chloro-4-((4,4-difluorocyclohexyl)oxy)-2-fluorobenzoic acid and methanol with cyclopropyl sulfonamide, the title compound was obtained as a colorless solid (0.047 g, 31%): 1H NMR (300 MHz, DMSO-d6) δ 12.02 (br s, 1H), 7.75 (d, J=7.5 Hz, 1H),... Reaction SMILES: CS(N)(=O)=O.[CH:6]1([S:9]([NH2:12])(=[O:11])=[O:10])[CH2:8][CH2:7]1.[Cl:13][C:14]1[C:15]([O:24][CH:25]2[CH2:30][CH2:29][C:28]([F:32])([F:31])[CH2:27][CH2:26]2)=[CH:16][C:17]([F:23])=[C:18]([CH:22]=1)[C:19](O)=[O:20]>CO>[Cl:13][C:14]1[C:15]([O:24][CH:25]2[CH2:26][CH2:27][C:28]([F:31])([F:32])[CH2:29][CH2:30]2)=[CH:16][C:17]([F:23])=[C:18]([CH:22]=1)[C:19]([NH:12][S:9]([CH:6]1[CH2:8][CH2:7]1)(=[O:11])=[O:10])=[O:20]. The reactants are ClC=1C(=CC(=C(C(=O)O)C1)F)OC1CCC(CC1)(F)F (5-chloro-4-((4,4-difluorocyclohexyl)oxy)-2-fluorobenzoic acid), 4-(((1r,3r,5r,7r)-2-cyanoadamantan-2-yl)methoxy)-5-cyclopropyl-2-fluorobenzoic acid, CS(=O)(=O)N (methanesulfonamide), C1(CC1)S(=O)(=O)N (cyclopropanesulfonamide), C1(CC1)S(=O)(=O)N (cyclopropyl sulfonamide). Yields the product ClC=1C(=CC(=C(C(=O)NS(=O)(=O)C2CC2)C1)F)OC1CCC(CC1)(F)F (5-chloro-N-(cyclopropylsulfonyl)-4-((4,4-difluorocyclohexyl)-oxy)-2-fluorobenzamide), solid. The yield is 31.0%.